Task: describe an organic reaction: reactants, conditions, products, and yield. Dataset: the Open Reaction Database (ORD), a public repository of structured organic reaction records The reactants are BrC1=CC=C(C=C1)C1=C(C(=NO1)C)CSCCC1=CC=CC=C1 (5-(4-bromo-phenyl)-3-methyl-4-phenethylsulfanylmethyl-isoxazole), C(C)OC(=O)[C@H]1[C@@H](C1)C1=CC=C(C=C1)B1OC(C(O1)(C)C)(C)C ((trans)-2-[4-(4,4,5,5-tetramethyl-[1,3,2]dioxaborolan-2-yl)-phenyl]-cyclopropanecarboxylic acid ethyl ester). The product is C(C)OC(=O)[C@H]1[C@@H](C1)C1=CC=C(C=C1)C1=CC=C(C=C1)C1=C(C(=NO1)C)CSCCC1=CC=CC=C1 ((trans)-2-[4′-(3-Methyl-4-phenethylsulfanylmethyl-isoxazol-5-yl)-biphenyl-4-yl]-cyclopropanecarboxylic acid ethyl ester). As a reaction SMILES: Br[C:2]1[CH:7]=[CH:6][C:5]([C:8]2[O:12][N:11]=[C:10]([CH3:13])[C:9]=2[CH2:14][S:15][CH2:16][CH2:17][C:18]2[CH:23]=[CH:22][CH:21]=[CH:20][CH:19]=2)=[CH:4][CH:3]=1.[CH2:24]([O:26][C:27]([C@@H:29]1[CH2:31][C@H:30]1[C:32]1[CH:37]=[CH:36][C:35](B2OC(C)(C)C(C)(C)O2)=[CH:34][CH:33]=1)=[O:28])[CH3:25]>>[CH2:24]([O:26][C:27]([C@@H:29]1[CH2:31][C@H:30]1[C:32]1[CH:37]=[CH:36][C:35]([C:2]2[CH:7]=[CH:6][C:5]([C:8]3[O:12][N:11]=[C:10]([CH3:13])[C:9]=3[CH2:14][S:15][CH2:16][CH2:17][C:18]3[CH:23]=[CH:22][CH:21]=[CH:20][CH:19]=3)=[CH:4][CH:3]=2)=[CH:34][CH:33]=1)=[O:28])[CH3:25]. Procedure details: Prepared according to the procedure described in Example 3, Step 5, using 5-(4-bromo-phenyl)-3-methyl-4-phenethylsulfanylmethyl-isoxazole and (trans)-2-[4-(4,4,5,5-tetramethyl-[1,3,2]dioxaborolan-2-yl)-phenyl]-cyclopropanecarboxylic acid ethyl ester. Starting materials: C(C1=CC=CC=C1)OC(N[C@@H]1CC[C@H](CC1)O)=O (trans-(4-hydroxy-cyclohexyl)-carbamic acid benzyl ester), N1C=NC=C1 (imidazole), [Si](C)(C)(C(C)(C)C)Cl (tert-butyldimethylsilyl chloride). Run in C1CCOC1 (THF). Run at time 18 hour. Product: C(C1=CC=CC=C1)OC(N[C@@H]1CC[C@H](CC1)O[Si](C)(C)C(C)(C)C)=O (Trans-[4-(tert-butyl-dimethyl-silanyloxy)-cyclohexyl]-carbamic acid benzyl ester). Yield: 98.8%. RXN SMILES: [CH2:1]([O:8][C:9](=[O:18])[NH:10][C@H:11]1[CH2:16][CH2:15][C@H:14]([OH:17])[CH2:13][CH2:12]1)[C:2]1[CH:7]=[CH:6][CH:5]=[CH:4][CH:3]=1.N1C=CN=C1.[Si:24](Cl)([C:27]([CH3:30])([CH3:29])[CH3:28])([CH3:26])[CH3:25]>C1COCC1>[CH2:1]([O:8][C:9](=[O:18])[NH:10][C@H:11]1[CH2:16][CH2:15][C@H:14]([O:17][Si:24]([C:27]([CH3:30])([CH3:29])[CH3:28])([CH3:26])[CH3:25])[CH2:13][CH2:12]1)[C:2]1[CH:3]=[CH:4][CH:5]=[CH:6][CH:7]=1. Procedure: Combine trans-(4-hydroxy-cyclohexyl)-carbamic acid benzyl ester (16.0 g, 0.064 mol), imidazole (13.9 g, 0.10 mol), and anhydrous THF (300 mL), add tert-butyldimethylsilyl chloride (14.5 g, 0.10 mol) and stir at room temperature for 18 hours. Wash the reaction mixture with water (250 mL), saturated aqueous NaHCO3 (250 mL) and dry the organic layer over anhydrous Na2SO4. Remove the solvent and purify the residue by chromatography over silica gel (eluting with 0 to 30% EtOAc in hexane) to obtain th...